Task: describe an organic reaction: reactants, conditions, products, and yield. Dataset: the Open Reaction Database (ORD), a public repository of structured organic reaction records Starting materials: CO, COc1cccc2c1CCC2=O, CC(C)N, [Cl-], [Cl-], [Cl-], [Cl-], ClCCl, [Ti+4]. Yields the product COc1cccc2c1CCC2NC(C)C. RXN SMILES: [CH3:17][OH:18].[CH3:1][O:2][c:3]1[c:4]2[c:8]([cH:9][cH:10][cH:11]1)[C:7](=[O:12])[CH2:6][CH2:5]2.[CH:13]([CH3:14])([CH3:15])[NH2:16].[Cl-:22].[Cl-:24].[Cl-:25].[Cl-:26].[Cl:19][CH2:20][Cl:21].[Ti+4:23]>>[CH3:1][O:2][c:3]1[c:4]2[c:8]([cH:9][cH:10][cH:11]1)[CH:7]([NH:16][CH:13]([CH3:14])[CH3:15])[CH2:6][CH2:5]2.